Dataset: the Open Reaction Database (ORD), a public repository of structured organic reaction records. Task: describe an organic reaction: reactants, conditions, products, and yield Yields the product N1=C(N=C(C2=C1C=CS2)O)O (thieno[3,2-d]pyrimidine-2,4-diol). Isolated yield 75.0%. The reactants are [OH-].[Na+] (sodium hydroxide), C1(CCCCC1)NC=1C2=C(N=C(N1)N1CCN(CC1)C1=CC=CC=C1)CCS2 (cyclohexyl-[2-(4-phenylpiperazin-1-yl)-6,7-dihydrothieno[3,2-d]pyrimidin-4-yl]amine), NC(=O)N (urea), C (charcoal). As a reaction SMILES: C1(N[C:8]2[C:9]3[S:28][CH2:27][CH2:26][C:10]=3N=C(N3CCN(C4C=CC=CC=4)CC3)N=2)CCCCC1.[NH2:29][C:30]([NH2:32])=[O:31].C.[OH-:34].[Na+]>>[N:29]1[C:10]2[CH:26]=[CH:27][S:28][C:9]=2[C:8]([OH:34])=[N:32][C:30]=1[OH:31] |f:3.4|. Procedure details: 10.0 g (64.0 mmol) of methylester 3-aminothiophene-2-carboxylate (I) and 19.0 g (31.60 mmol) of urea are mixed and melted for 2 hours at 200° C. After cooling, the reaction mixture is dissolved in 1 molar sodium hydroxide solution and decolorized with activated charcoal. It is filtered and the filtrate is cooled and acidified with 4M hydrochloric acid. The precipitate formed is suction filtered and dried. 8.03 g of product II (75%) is obtained as a powder. Reaction conditions: time 2 hour. The reactants are IC=1C=CC2=C(N(C(=N2)C(Cl)(Cl)Cl)C2=NC(=NC=C2)N)C1 (4-[6-iodo-2-(trichloromethyl)-1H-1,3-benzodiazol-1-yl]pyrimidin-2-amine), FCCO (2-fluoroethan-1-ol), C([O-])([O-])=O.[Cs+].[Cs+] (cesium carbonate). Solvent: CN(C=O)C (N,N-dimethylformamide), C(C)(=O)OCC (ethyl acetate). The product is FCCOC1=NC2=C(N1C1=NC(=NC=C1)N)C=C(C=C2)I (4-[2-(2-fluoroethoxy)-6-iodo-1H-1,3-benzodiazol-1-yl]pyrimidin-2-amine). The yield is 17.1%. As a reaction SMILES: [I:1][C:2]1[CH:3]=[CH:4][C:5]2[N:9]=[C:8](C(Cl)(Cl)Cl)[N:7]([C:14]3[CH:19]=[CH:18][N:17]=[C:16]([NH2:20])[N:15]=3)[C:6]=2[CH:21]=1.[F:22][CH2:23][CH2:24][OH:25].C(=O)([O-])[O-].[Cs+].[Cs+]>CN(C)C=O.C(OCC)(=O)C>[F:22][CH2:23][CH2:24][O:25][C:8]1[N:7]([C:14]2[CH:19]=[CH:18][N:17]=[C:16]([NH2:20])[N:15]=2)[C:6]2[CH:21]=[C:2]([I:1])[CH:3]=[CH:4][C:5]=2[N:9]=1 |f:2.3.4|. Procedure: A solution of 4-[6-iodo-2-(trichloromethyl)-1H-1,3-benzodiazol-1-yl]pyrimidin-2-amine (1 g, 2.20 mmol), 2-fluoroethan-1-ol (900 mg, 14.05 mmol) and cesium carbonate (4.3 g, 13.20 mmol) in N,N-dimethylformamide (10 mL) was stirred for 14 hr at room temperature. The reaction mixture was diluted with 50 mL of ethyl acetate then washed with 5×10 mL of water. The organic layer was dried over anhydrous sodium sulfate and concentrated under vacuum. The residue was purified on a silica gel column (ethyl... The reactants are CCCCC(Br)C(=O)OCC, CS(C)=O, CO, [Na], Oc1ncn(-c2ccccc2)n1. The product is CCCCC(Oc1ncn(-c2ccccc2)n1)C(=O)OCC. Reaction SMILES: [Br:16][CH:17]([C:18](=[O:19])[O:20][CH2:21][CH3:22])[CH2:23][CH2:24][CH2:25][CH3:26].[CH3:27][S:28]([CH3:29])=[O:30].[CH3:2][OH:3].[Na:1].[OH:4][c:5]1[n:6][n:7](-[c:10]2[cH:11][cH:12][cH:13][cH:14][cH:15]2)[cH:8][n:9]1>>[O:4]([c:5]1[n:6][n:7](-[c:10]2[cH:11][cH:12][cH:13][cH:14][cH:15]2)[cH:8][n:9]1)[CH:17]([C:18](=[O:19])[O:20][CH2:21][CH3:22])[CH2:23][CH2:24][CH2:25][CH3:26]. The reactants are [O-]S(=O)(=S)[O-].[Na+].[Na+] (Na2S2O3), CCOC(=O)C (EtOAc), ice, N1(CCC1)CCSC=1C=C(C(=O)N(C)C=2C=NC=CC2C2=C(C=C(C=C2)F)OC)C=C(C1)C(F)(F)F (3-(2-Azetidin-1-yl-ethylsulfanyl)-N-[4-(4-fluoro-2-methoxy-phenyl)-pyridin-3-yl]-N-methyl-5-trifluoromethyl-benzamide), OOS(=O)[O-].[K+] (Oxone), O (water). Run in CO (MeOH). Run at time 3 hour. Yields the product N1(CCC1)CCS(=O)(=O)C=1C=C(C(=O)N(C)C=2C=NC=CC2C2=C(C=C(C=C2)F)OC)C=C(C1)C(F)(F)F (3-(2-Azetidin-1-yl-ethanesulfonyl)-N-[4-(4-fluoro-2-methoxy-phenyl)-pyridin-3-yl]-N-methyl-5-trifluoromethyl-benzamide). As a reaction SMILES: [N:1]1([CH2:5][CH2:6][S:7][C:8]2[CH:9]=[C:10]([CH:30]=[C:31]([C:33]([F:36])([F:35])[F:34])[CH:32]=2)[C:11]([N:13]([C:15]2[CH:16]=[N:17][CH:18]=[CH:19][C:20]=2[C:21]2[CH:26]=[CH:25][C:24]([F:27])=[CH:23][C:22]=2[O:28][CH3:29])[CH3:14])=[O:12])[CH2:4][CH2:3][CH2:2]1.[OH:37]OS([O-])=O.[K+].[O-]S([O-])(=S)=O.[Na+].[Na+].CCOC(C)=O.[OH2:56]>CO>[N:1]1([CH2:5][CH2:6][S:7]([C:8]2[CH:9]=[C:10]([CH:30]=[C:31]([C:33]([F:35])([F:34])[F:36])[CH:32]=2)[C:11]([N:13]([C:15]2[CH:16]=[N:17][CH:18]=[CH:19][C:20]=2[C:21]2[CH:26]=[CH:25][C:24]([F:27])=[CH:23][C:22]=2[O:28][CH3:29])[CH3:14])=[O:12])(=[O:37])=[O:56])[CH2:4][CH2:3][CH2:2]1 |f:1.2,3.4.5|. Procedure: To an ice-cold solution of 3-(2-(azetidin-1-yl)ethylthio)-N-(4-(4-fluoro-2-methoxyphenyl)-pyridin-3-yl)-N-methyl-5-(trifluoromethyl)benzamide (0.05 g, 96.2 μmol, example 259) in MeOH (2 mL) and water (0.5 mL) was added Oxone® (148 mg, 241 μmol) and the white suspension was stirred at room temperature for 3 hours. The reaction mixture was poured on 10% aqueous Na2S2O3 solution and EtOAc and the layers were separated. The aqueous layer was extracted twice with EtOAc. The organic layers were washed...